This data is from the Open Reaction Database (ORD), a public repository of structured organic reaction records. The task is: describe an organic reaction: reactants, conditions, products, and yield The reactants are CCOC(=O)CSc1nc(Cl)cc(Cl)n1, Cc1cc(C)c(N)c(C)c1, CCO, [Na+], [Na+], O=C([O-])[O-]. Yields the product CCOC(=O)CSc1nc(Cl)cc(Nc2c(C)cc(C)cc2C)n1. As a reaction SMILES: [CH2:1]([CH3:2])[O:3][C:4]([CH2:5][S:6][c:7]1[n:8][c:9]([Cl:14])[cH:10][c:11]([Cl:13])[n:12]1)=[O:15].[CH3:16][c:17]1[c:18]([NH2:19])[c:20]([CH3:25])[cH:21][c:22]([CH3:24])[cH:23]1.[CH3:32][CH2:33][OH:34].[Na+:26].[Na+:27].[O-:28][C:29](=[O:30])[O-:31]>>[CH2:1]([CH3:2])[O:3][C:4]([CH2:5][S:6][c:7]1[n:8][c:9]([Cl:14])[cH:10][c:11]([NH:19][c:18]2[c:17]([CH3:16])[cH:23][c:22]([CH3:24])[cH:21][c:20]2[CH3:25])[n:12]1)=[O:15].